Dataset: the Open Reaction Database (ORD), a public repository of structured organic reaction records. Task: describe an organic reaction: reactants, conditions, products, and yield Reactants: N(CCO)(CCO)CCO (triethanolamine), C1=2C(=O)OC(NC1=CC=CC2)=O (isatoic anhydride), N12CCN(CC1)CC2 (1,4-diazabicyclo(2.2.2)octane), CN(C=O)C (dimethylformamide). Run in O (water), CO (methanol). Run at temperature 120 celsius. The product is C(C=1C(N)=CC=CC1)(=O)O.C(C=1C(N)=CC=CC1)(=O)O.C(C=1C(N)=CC=CC1)(=O)O.N(CCO)(CCO)CCO (Triethanolamine Trianthranilate). Yield: 90.3%. RXN SMILES: [N:1]([CH2:8][CH2:9][OH:10])([CH2:5][CH2:6][OH:7])[CH2:2][CH2:3][OH:4].[C:11]12[C:17](=[CH:18][CH:19]=[CH:20][CH:21]=1)[NH:16]C(=O)[O:14][C:12]2=[O:13].N12CCN(CC1)CC2.CN(C)C=O>O.CO>[C:12]([OH:14])(=[O:13])[C:11]1[C:17](=[CH:18][CH:19]=[CH:20][CH:21]=1)[NH2:16].[C:12]([OH:14])(=[O:13])[C:11]1[C:17](=[CH:18][CH:19]=[CH:20][CH:21]=1)[NH2:16].[C:12]([OH:14])(=[O:13])[C:11]1[C:17](=[CH:18][CH:19]=[CH:20][CH:21]=1)[NH2:16].[N:1]([CH2:8][CH2:9][OH:10])([CH2:5][CH2:6][OH:7])[CH2:2][CH2:3][OH:4] |f:6.7.8.9|. Procedure: Into a 1 liter round bottom flask-equipped with mechanical stirrer, dropping funnel, and thermometer was charged triethanolamine (149.2 grams, 1.0 mol; obtained from Sigma-Aldrich), isatoic anhydride (520.0 grams, 3.5 mol), 1,4-diazabicyclo(2.2.2)octane (DABCO) (45.0 grams, 0.4 mol), and dimethylformamide (1,500 milliliters). The mixture was stirred and heated to 120° C. for a period of about 2 hours. The mixture was then cooled to room temperature, and methanol (2 liters) was added. Deionized w... Reactants: CC(C)(OC(=O)N1CCC(CC1)C(=O)C=1C=NC=CC1)C (1-(1,1-dimethylethyloxycarbonyl)-4-(3-pyridinoyl)piperidine), [BH4-].[Na+] (sodium borohydride). Run in CO (methanol). Conditions: temperature 0 celsius, time 1 hour. Yields the product CC(C)(OC(=O)N1CCC(CC1)C(O)C=1C=NC=CC1)C ((+)-1-(1,1-Dimethylethyloxycarbonyl)piperidin-4-yl-pyridin-3-ylmethanol). Isolated yield 99.7%. Reaction SMILES: [CH3:1][C:2]([CH3:21])([O:4][C:5]([N:7]1[CH2:12][CH2:11][CH:10]([C:13]([C:15]2[CH:16]=[N:17][CH:18]=[CH:19][CH:20]=2)=[O:14])[CH2:9][CH2:8]1)=[O:6])[CH3:3].[BH4-].[Na+]>CO>[CH3:3][C:2]([CH3:21])([O:4][C:5]([N:7]1[CH2:12][CH2:11][CH:10]([CH:13]([C:15]2[CH:16]=[N:17][CH:18]=[CH:19][CH:20]=2)[OH:14])[CH2:9][CH2:8]1)=[O:6])[CH3:1] |f:1.2|. Procedure details: A solution of 1-(1,1-dimethylethyloxycarbonyl)-4-(3-pyridinoyl)piperidine (5.0 g, 17.22 mmol) in methanol (75 mL) was cooled to 0° C. and sodium borohydride (1.30 g, 34.44 mmol) was added in four portions. The mixture was stirred at 0° C. for 1 h. The solvent was evaporated and the residue was partitioned between water (25 mL) and ethyl acetate (100 mL, 2×50 mL). The organic extracts were washed sequentially with 1N aqueous sodium hydroxide (25 mL) and brine (25 mL), combined, dried over Na2SO4,... Product: BrC=1C=C(C=O)C=CC1Cl (3-Bromo-4-chlorobenzaldehyde). Conditions: time 3 day. Procedure: A solution of 3-bromo-4-chlorobenzyl alcohol (3.24 g, 14.6 mmol) in acetone (100 mL) was treated with MnO2 (16.2 g, 73 mmol) and the mixture stirred for 3 days then filtered over diatomaceous earth. The filtrate was concentrated under reduced pressure to afford 2.0 g of title compound. The solvent is CC(=O)C (acetone). The reagents and catalysts are O=[Mn]=O (MnO2). Isolated yield 62.4%. The reactants are BrC=1C=C(CO)C=CC1Cl (3-bromo-4-chlorobenzyl alcohol). RXN SMILES: [Br:1][C:2]1[CH:3]=[C:4]([CH:7]=[CH:8][C:9]=1[Cl:10])[CH2:5][OH:6]>CC(C)=O.O=[Mn]=O>[Br:1][C:2]1[CH:3]=[C:4]([CH:7]=[CH:8][C:9]=1[Cl:10])[CH:5]=[O:6]. Reported procedure: A 100 mL, single-neck, round-bottomed flask was charged with 1-((4-fluorophenyl)carbamoyl)cyclopropanecarboxylic acid (0.2773 g, 1.243 mmol; prepared from cyclopropane-1,1-dicarboxylic acid and 4-fluoroaniline using the methods described in WO 2005/030140 and by Shih and Rankin, Synth. Comm. 1996, 26(4), 833-836), and THF (10 mL). Catalytic DMF (10 microliters) was added to the reaction mixture. While stirring oxalyl dichloride (0.1067 mL, 1.243 mmol) was added dropwise, and the reaction mixture... Conditions: time 30 minute. Yields the product FC1=CC=C(C=C1)N(C(=O)C1(CC1)C(=O)N)C1=CC=C(C=C1)OC1=C2C(=NC=C1)C=C(S2)I (N-(4-fluorophenyl)-N-(4-(2-iodothieno[3,2-b]pyridin-7-yloxy)phenyl)cyclopropane-1,1-dicarboxamide). Reaction SMILES: [F:1][C:2]1[CH:7]=[CH:6][C:5]([NH:8][C:9]([C:11]2([C:14]([OH:16])=O)[CH2:13][CH2:12]2)=[O:10])=[CH:4][CH:3]=1.C1(C(O)=O)(C(O)=O)CC1.FC1C=CC([NH2:31])=CC=1.C(Cl)(=O)C(Cl)=O.[I:40][C:41]1[S:49][C:48]2[C:43](=[N:44][CH:45]=[CH:46][C:47]=2[O:50][C:51]2[CH:56]=[CH:55][C:54](N)=[CH:53][CH:52]=2)[CH:42]=1.C([O-])(O)=O.[Na+]>C1COCC1.O.CN(C=O)C>[F:1][C:2]1[CH:3]=[CH:4][C:5]([N:8]([C:54]2[CH:55]=[CH:56][C:51]([O:50][C:47]3[CH:46]=[CH:45][N:44]=[C:43]4[CH:42]=[C:41]([I:40])[S:49][C:48]=34)=[CH:52][CH:53]=2)[C:9]([C:11]2([C:14]([NH2:31])=[O:16])[CH2:12][CH2:13]2)=[O:10])=[CH:6][CH:7]=1 |f:5.6|. The reactants are FC1=CC=C(C=C1)NC(=O)C1(CC1)C(=O)O (1-((4-fluorophenyl)carbamoyl)cyclopropanecarboxylic acid), C1(CC1)(C(=O)O)C(=O)O (cyclopropane-1,1-dicarboxylic acid), FC1=CC=C(N)C=C1 (4-fluoroaniline), C(C(=O)Cl)(=O)Cl (oxalyl dichloride), IC1=CC2=NC=CC(=C2S1)OC1=CC=C(C=C1)N (4-(2-iodothieno[3,2-b]pyridin-7-yloxy)benzenamine), C(=O)(O)[O-].[Na+] (NaHCO3). Run in C1CCOC1 (THF), CN(C)C=O (DMF), C1CCOC1 (THF), O (water). Reactants: Compound II, C(C)NC(=O)NN(C)CC(=O)O (2-(2-(ethylcarbamoyl)-1-methylhydrazinyl)acetic acid), N[C@H](C(=O)N(CC1=CC=CC2=CC=CC=C12)[C@H](C(OCC)OCC)C)C ((S)-2-amino-N—((S)-1,1-diethoxypropan-2-yl)-N-(naphthalen-1-ylmethyl)propanamide). The product is C(C)OC([C@H](C)N(C([C@H](C)NC(CN(NC(=O)NCC)C)=O)=O)CC1=CC=CC2=CC=CC=C12)OCC (1-(2-((S)-1-(((S)-1,1-diethoxypropan-2-yl)(naphthalen-1-ylmethyl)amino)-1-oxopropan-2-ylamino)-2-oxoethyl)-4-ethyl-1-methylsemicarbazide). Reaction SMILES: [CH2:1]([NH:3][C:4]([NH:6][N:7]([CH2:9][C:10]([OH:12])=O)[CH3:8])=[O:5])[CH3:2].[NH2:13][C@@H:14]([CH3:38])[C:15]([N:17]([C@@H:29]([CH3:37])[CH:30]([O:34][CH2:35][CH3:36])[O:31][CH2:32][CH3:33])[CH2:18][C:19]1[C:28]2[C:23](=[CH:24][CH:25]=[CH:26][CH:27]=2)[CH:22]=[CH:21][CH:20]=1)=[O:16]>>[CH2:35]([O:34][CH:30]([O:31][CH2:32][CH3:33])[C@@H:29]([N:17]([CH2:18][C:19]1[C:28]2[C:23](=[CH:24][CH:25]=[CH:26][CH:27]=2)[CH:22]=[CH:21][CH:20]=1)[C:15](=[O:16])[C@@H:14]([NH:13][C:10](=[O:12])[CH2:9][N:7]([CH3:8])[NH:6][C:4]([NH:3][CH2:1][CH3:2])=[O:5])[CH3:38])[CH3:37])[CH3:36]. Reported procedure: According to the procedure described in the synthesis method of Compound II-15, 2-(2-(ethylcarbamoyl)-1-methylhydrazinyl)acetic acid (Compound VI-9) 73 mg (0.42 mmol) was coupled with (S)-2-amino-N—((S)-1,1-diethoxypropan-2-yl)-N-(naphthalen-1-ylmethyl)propanamide (Compound IV-10) 100 mg (0.28 mmol) to obtain the title compound. Reactants: C(#N)C1(CCN(CC1)C(=O)OC(C)(C)C)C1=NC(=CC=C1)C (tert-Butyl 4-cyano-4-(6-methylpyridin-2-yl)piperidine-1-carboxylate), Cl (HCl). Run in O1CCOCC1 (dioxane). Run at time 2 hour. Product: Cl.Cl.CC1=CC=CC(=N1)C1(CCNCC1)C#N (4-(6-methylpyridin-2-yl)piperidine-4-carbonitrile dihydrochloride). RXN SMILES: [C:1]([C:3]1([C:16]2[CH:21]=[CH:20][CH:19]=[C:18]([CH3:22])[N:17]=2)[CH2:8][CH2:7][N:6](C(OC(C)(C)C)=O)[CH2:5][CH2:4]1)#[N:2].[ClH:23]>O1CCOCC1>[ClH:23].[ClH:23].[CH3:22][C:18]1[N:17]=[C:16]([C:3]2([C:1]#[N:2])[CH2:8][CH2:7][NH:6][CH2:5][CH2:4]2)[CH:21]=[CH:20][CH:19]=1 |f:3.4.5|. Reported procedure: tert-Butyl 4-cyano-4-(6-methylpyridin-2-yl)piperidine-1-carboxylate (II-2) (5.41 g, 18 mmole) was added 4M HCl in dioxane (60 mL). The resulting reaction mixture was stirred for 2 h at rt. After this time, LCMS indicated that the reaction was completion. The reaction was concentrated to afford 4-(6-methylpyridin-2-yl)piperidine-4-carbonitrile dihydrochloride (II-3) as a white solid. Analytical LCMS: single peak (214 nm), 1.669 min. This product was used in next step without further purification. The reactants are CN(C)C=O, CC(=O)c1cc(CCl)ccc1O, [Na], c1c[nH]cn1. The product is CC(=O)c1cc(Cn2ccnc2)ccc1O. Reaction SMILES: [CH3:13][N:14]([CH3:15])[CH:16]=[O:17].[Cl:1][CH2:2][c:3]1[cH:4][cH:5][c:6]([OH:12])[c:7]([C:9]([CH3:10])=[O:11])[cH:8]1.[Na:18].[nH:19]1[cH:20][n:21][cH:22][cH:23]1>>[CH2:2]([c:3]1[cH:4][cH:5][c:6]([OH:12])[c:7]([C:9]([CH3:10])=[O:11])[cH:8]1)[n:19]1[cH:20][n:21][cH:22][cH:23]1.